Dataset: the Open Reaction Database (ORD), a public repository of structured organic reaction records. Task: describe an organic reaction: reactants, conditions, products, and yield The reactants are NO (hydroxylamine), NO (Hydroxylamine), FC(CCC(=O)C1=NC=CC=C1)(C(F)(F)F)F (4,4,5,5,5-pentafluoro-1-(pyridin-2-yl)pentan-1-one), NO (hydroxylamine), [OH-].[Na+] (NaOH). The reagents and catalysts are [Zn] (Zinc). Run in C(=O)(C(F)(F)F)O (TFA), CO (MeOH). Run at temperature 25 celsius, time 5 hour. Product: FC(CCC(N)C1=NC=CC=C1)(C(F)(F)F)F (4,4,5,5,5-pentafluoro-1-(pyridin-2-yl)pentan-1-amine). Reaction SMILES: [NH2:1]O.[F:3][C:4]([F:19])([C:15]([F:18])([F:17])[F:16])[CH2:5][CH2:6][C:7]([C:9]1[CH:14]=[CH:13][CH:12]=[CH:11][N:10]=1)=O.[OH-].[Na+]>CO.C(O)(C(F)(F)F)=O.[Zn]>[F:3][C:4]([F:19])([C:15]([F:18])([F:17])[F:16])[CH2:5][CH2:6][CH:7]([C:9]1[CH:14]=[CH:13][CH:12]=[CH:11][N:10]=1)[NH2:1] |f:2.3|. Procedure: Hydroxylamine (0.216 mL, 3.53 mmol) was added to a solution of 4,4,5,5,5-pentafluoro-1-(pyridin-2-yl)pentan-1-one (0.894 g, 3.53 mmol) in MeOH (10.87 mL) and the resulting solution was stirred at 25° C. for 5 h. Another 1 eq. hydroxylamine was added and the reaction was stirred overnight. Another 2 eq hydroxylamine was added and the reaction was stirred overnight. The reaction mixture was concentrated in vacuo and the resulting residue was diluted with EtOAc and the resulting organic phase was w... Reactants: C(C)N=C=O (ethyl isocyanate), C(C)NC(C1=CC(=C(C(=C1)C1=CC=C2C(=NNC2=C1)C1CCNCC1)C)F)=O (N-ethyl-3-fluoro-4-methyl-5-[3-(4-piperidinyl)-1H-indazol-6-yl]benzamide), C(C)NC(C1=CC(=C(C(=C1)C1=CC=C2C(=NNC2=C1)C1CCNCC1)C)F)=O (N-ethyl-3-fluoro-4-methyl-5-[3-(4-piperidinyl)-1H-indazol-6-yl]benzamide). The solvent is CN(C)C=O (DMF). Conditions: time 30 minute. The product is C(C)NC(=O)N1CCC(CC1)C1=NNC2=CC(=CC=C12)C1=C(C(=CC(=C1)C(=O)NCC)F)C (N-Ethyl-4-(6-{5-[(ethylamino)carbonyl]-3-fluoro-2-methylphenyl}-1H -indazol-3-yl)-1-piperidinecarboxamide). Reaction SMILES: [CH2:1]([N:3]=[C:4]=[O:5])[CH3:2].[CH2:6]([NH:8][C:9](=[O:33])[C:10]1[CH:15]=[C:14]([C:16]2[CH:24]=[C:23]3[C:19]([C:20]([CH:25]4[CH2:30][CH2:29][NH:28][CH2:27][CH2:26]4)=[N:21][NH:22]3)=[CH:18][CH:17]=2)[C:13]([CH3:31])=[C:12]([F:32])[CH:11]=1)[CH3:7]>CN(C=O)C>[CH2:1]([NH:3][C:4]([N:28]1[CH2:29][CH2:30][CH:25]([C:20]2[C:19]3[C:23](=[CH:24][C:16]([C:14]4[CH:15]=[C:10]([C:9]([NH:8][CH2:6][CH3:7])=[O:33])[CH:11]=[C:12]([F:32])[C:13]=4[CH3:31])=[CH:17][CH:18]=3)[NH:22][N:21]=2)[CH2:26][CH2:27]1)=[O:5])[CH3:2]. Procedure: A mixture of ethyl isocyanate (6.5 μL) and N-ethyl-3-fluoro-4-methyl-5-[3-(4-piperidinyl)-1H-indazol-6-yl]benzamide (Intermediate 22, 30 mg) in DMF (3 mL) was stirred at room temperature under nitrogen for 30 min. The solvent was removed under vacuum and the residue was purified by preparative HPLC to give the title compound as a white solid (18 mg). The reactants are resultant solution, ClC=1C(=NC=CC1)N (3-chloro-2-pyridinamine), BrCC(=O)C1=CC(=CC=C1)OC (2-bromo-1-(3-methoxyphenyl)ethanone), C([O-])([O-])=O.[K+].[K+] (potassium carbonate). The solvent is C(C)O (ethanol). Product: ClC=1C=2N(C=CC1)C=C(N2)C2=CC(=CC=C2)OC (8-Chloro-2-(3-methoxyphenyl)imidazo[1,2-α]pyridine). RXN SMILES: [Cl:1][C:2]1[C:3]([NH2:8])=[N:4][CH:5]=[CH:6][CH:7]=1.Br[CH2:10][C:11]([C:13]1[CH:18]=[CH:17][CH:16]=[C:15]([O:19][CH3:20])[CH:14]=1)=O.C(=O)([O-])[O-].[K+].[K+]>C(O)C>[Cl:1][C:2]1[C:3]2[N:4]([CH:10]=[C:11]([C:13]3[CH:18]=[CH:17][CH:16]=[C:15]([O:19][CH3:20])[CH:14]=3)[N:8]=2)[CH:5]=[CH:6][CH:7]=1 |f:2.3.4|. Procedure: To a solution of 3-chloro-2-pyridinamine (4.8 g, 37.4 mmol) and 2-bromo-1-(3-methoxyphenyl)ethanone (8.56 g, 37.4 mmol) in ethanol (30 mL) was added potassium carbonate (5.15 g, 37.4 mmol) and the resultant solution was heated at reflux for 17 hours. The reaction mixture was cooled to room temperature and concentrated in vacuo. The resultant residue was taken up in dichloromethane, washed with water and then brine. The aqueous layer was extracted with dichloromethane and the combined organics dr... Procedure details: Into a solution of 2,4-dichlorobenzaldehyde (8.7 g, 50 mmol) and carbon tetrabromide (18.3 g, 55 mmol) in dichloromethane (200 ml) was added portionwise triphenylphosphine (28.8 g, 10 mmol) at 0° C. The slightly yellow mixture was stirred at room temperature for 1 hour and diluted with hexanes (800 ml). This mixture was then filtrated through a short silica gel column with 1:10 ethyl acetate-hexanes and the filtrate was concentrated in vacuo to give a white solid (16.5 g, 100%). recrystallizatio... RXN SMILES: [Cl:1][C:2]1[CH:9]=[C:8]([Cl:10])[CH:7]=[CH:6][C:3]=1[CH:4]=O.[C:11](Br)(Br)([Br:13])[Br:12].C1(P(C2C=CC=CC=2)C2C=CC=CC=2)C=CC=CC=1>ClCCl>[Br:12][C:11]([Br:13])=[CH:4][C:3]1[CH:6]=[CH:7][C:8]([Cl:10])=[CH:9][C:2]=1[Cl:1]. Solvent: hexanes, ClCCl (dichloromethane). Reactants: ClC1=C(C=O)C=CC(=C1)Cl (2,4-dichlorobenzaldehyde), C(Br)(Br)(Br)Br (carbon tetrabromide), C1(=CC=CC=C1)P(C1=CC=CC=C1)C1=CC=CC=C1 (triphenylphosphine). Reaction conditions: time 1 hour. The product is BrC(=CC1=C(C=C(C=C1)Cl)Cl)Br (1,1-Dibromo-2-(2,4-dichlorophenyl)ethene). Yield: 99.7%.